The task is: describe an organic reaction: reactants, conditions, products, and yield. This data is from the Open Reaction Database (ORD), a public repository of structured organic reaction records. Starting materials: NC1CCC1, O=C(O)c1cnc(Nc2cc(Cl)ccc2Cl)nc1C(F)(F)F. Yields the product O=C(NC1CCC1)c1cnc(Nc2cc(Cl)ccc2Cl)nc1C(F)(F)F. As a reaction SMILES: [CH:23]1([NH2:27])[CH2:24][CH2:25][CH2:26]1.[Cl:1][c:2]1[c:3]([NH:9][c:10]2[n:11][cH:12][c:13]([C:20](=[O:21])[OH:22])[c:14]([C:16]([F:17])([F:18])[F:19])[n:15]2)[cH:4][c:5]([Cl:8])[cH:6][cH:7]1>>[Cl:1][c:2]1[c:3]([NH:9][c:10]2[n:11][cH:12][c:13]([C:20](=[O:22])[NH:27][CH:23]3[CH2:24][CH2:25][CH2:26]3)[c:14]([C:16]([F:17])([F:18])[F:19])[n:15]2)[cH:4][c:5]([Cl:8])[cH:6][cH:7]1. Reactants: O=C1C(=CNC=C1C(=O)OCC)C1=CC=CC=C1 (ethyl 1,4-dihydro-4-oxo-3-phenyl-5-pyridinecarboxylate), C1(=CC=CC=C1)CC(=O)Cl (phenylacetyl chloride), Heterocyclic. The solvent is P(=O)(Cl)(Cl)Cl (phosphorus oxychloride). Product: ClC1=C(C=NC=C1C(=O)OCC)C1=CC=CC=C1 (Ethyl 4-chloro-3-phenyl-5-pyridinecarboxylate). The yield is 90.0%. Reaction SMILES: O=[C:2]1[C:7]([C:8]([O:10][CH2:11][CH3:12])=[O:9])=[CH:6][NH:5][CH:4]=[C:3]1[C:13]1[CH:18]=[CH:17][CH:16]=[CH:15][CH:14]=1.C1(CC([Cl:28])=O)C=CC=CC=1>P(Cl)(Cl)(Cl)=O>[Cl:28][C:2]1[C:7]([C:8]([O:10][CH2:11][CH3:12])=[O:9])=[CH:6][N:5]=[CH:4][C:3]=1[C:13]1[CH:18]=[CH:17][CH:16]=[CH:15][CH:14]=1. Procedure details: A mixture of ethyl 1,4-dihydro-4-oxo-3-phenyl-5-pyridinecarboxylate (prepared from phenylacetyl chloride according to the procedures described in J. Org. Chem. 1978, 43, 2087-2088 and J. Heterocyclic Chem. 1980, 17, 359-368) (3.82 g, 15.7 mmol) and phosphorus oxychloride (50 ml) was heated at reflux overnight. The excess solvent was removed in vacuo. The residue was partitioned between ice-cold aqueous Na2CO3 and ethyl acetate, and the organic layer was evaporated in vacuo to afford 3.72 g (90%)...